From a dataset of the Open Reaction Database (ORD), a public repository of structured organic reaction records. describe an organic reaction: reactants, conditions, products, and yield Product: CN(c1cccc2cc(C3=NCC(CN4CCS(=O)(=O)CC4)S3)[nH]c12)S(=O)(=O)c1ccccn1. As a reaction SMILES: [CH2:36]([c:38]1[cH:39][cH:40][cH:41][cH:42][cH:48]1)[S:43][CH:44]([CH2:45][NH:46][C:47](=[O:37])[c:49]1[nH:50][c:51]2[c:52]([N:58]([S:59](=[O:60])(=[O:61])[c:62]3[n:63][cH:64][cH:65][cH:66][cH:67]3)[CH3:68])[cH:53][cH:54][cH:55][c:56]2[cH:57]1)[CH2:69][N:70]1[CH2:71][CH2:72][S:73](=[O:76])(=[O:77])[CH2:74][CH2:75]1.[CH3:81][CH2:82][O:83][C:84](=[O:85])[CH3:86].[Cl:78][CH2:79][Cl:80].[F:21][C:22]([S:23]([O:24][S:25]([C:26]([F:27])([F:28])[F:29])(=[O:30])=[O:31])(=[O:32])=[O:33])([F:34])[F:35].[c:1]1([P:2](=[O:3])([c:4]2[cH:5][cH:6][cH:7][cH:8][cH:9]2)[c:10]2[cH:11][cH:12][cH:13][cH:14][cH:15]2)[cH:16][cH:17][cH:18][cH:19][cH:20]1>>[S:43]1[CH:44]([CH2:69][N:70]2[CH2:71][CH2:72][S:73](=[O:76])(=[O:77])[CH2:74][CH2:75]2)[CH2:45][N:46]=[C:47]1[c:49]1[nH:50][c:51]2[c:52]([N:58]([S:59](=[O:60])(=[O:61])[c:62]3[n:63][cH:64][cH:65][cH:66][cH:67]3)[CH3:68])[cH:53][cH:54][cH:55][c:56]2[cH:57]1. Reactants: CN(c1cccc2cc(C(=O)NCC(CN3CCS(=O)(=O)CC3)SCc3ccccc3)[nH]c12)S(=O)(=O)c1ccccn1, CCOC(C)=O, ClCCl, O=S(=O)(OS(=O)(=O)C(F)(F)F)C(F)(F)F, O=P(c1ccccc1)(c1ccccc1)c1ccccc1. The reactants are [Al+3], Fc1cc(Br)ccc1-c1ccccc1, ClCCl, CC(=O)Cl, [Cl-], [Cl-], [Cl-], Cl. Yields the product CC(=O)c1ccc(-c2ccc(Br)cc2F)cc1. As a reaction SMILES: [Al+3:2].[Br:9][c:10]1[cH:11][c:12]([F:22])[c:13](-[c:16]2[cH:17][cH:18][cH:19][cH:20][cH:21]2)[cH:14][cH:15]1.[CH2:24]([Cl:25])[Cl:26].[CH3:5][C:6]([Cl:7])=[O:8].[Cl-:1].[Cl-:3].[Cl-:4].[ClH:23]>>[CH3:5][C:6](=[O:8])[c:19]1[cH:18][cH:17][c:16](-[c:13]2[c:12]([F:22])[cH:11][c:10]([Br:9])[cH:15][cH:14]2)[cH:21][cH:20]1. Reactants: CCC(=O)c1c(-c2ccc(C(=O)OC)cc2)c2cc(Cl)ccc2c(=O)n1Cc1ccc(S(C)(=O)=O)cc1, CO, Cl, [Na+], [OH-]. Yields the product CCC(=O)c1c(-c2ccc(C(=O)O)cc2)c2cc(Cl)ccc2c(=O)n1Cc1ccc(S(C)(=O)=O)cc1. Reaction SMILES: [CH3:1][O:2][C:3]([c:4]1[cH:5][cH:6][c:7](-[c:10]2[c:11]([C:33]([CH2:34][CH3:35])=[O:36])[n:12]([CH2:22][c:23]3[cH:24][cH:25][c:26]([S:29](=[O:30])(=[O:31])[CH3:32])[cH:27][cH:28]3)[c:13](=[O:21])[c:14]3[cH:15][cH:16][c:17]([Cl:20])[cH:18][c:19]23)[cH:8][cH:9]1)=[O:37].[CH3:41][OH:42].[ClH:40].[Na+:39].[OH-:38]>>[O:2]=[C:3]([c:4]1[cH:5][cH:6][c:7](-[c:10]2[c:11]([C:33]([CH2:34][CH3:35])=[O:36])[n:12]([CH2:22][c:23]3[cH:24][cH:25][c:26]([S:29](=[O:30])(=[O:31])[CH3:32])[cH:27][cH:28]3)[c:13](=[O:21])[c:14]3[cH:15][cH:16][c:17]([Cl:20])[cH:18][c:19]23)[cH:8][cH:9]1)[OH:37]. Reactants: CN1C(=O)C(c2ccc(OC(F)F)cc2)(c2cccc(NC(=O)OC(C)(C)C)c2)N=C1N, ClCCl, O=C(O)C(F)(F)F, O=C(O)C(F)(F)F. Yields the product CN1C(=O)C(c2ccc(OC(F)F)cc2)(c2cccc(N)c2)N=C1N. As a reaction SMILES: [C:1]([O:2][C:3](=[O:4])[NH:7][c:8]1[cH:9][c:10]([C:14]2([c:22]3[cH:23][cH:24][c:25]([O:28][CH:29]([F:30])[F:31])[cH:26][cH:27]3)[N:15]=[C:16]([NH2:21])[N:17]([CH3:20])[C:18]2=[O:19])[cH:11][cH:12][cH:13]1)([CH3:5])([CH3:6])[CH3:32].[CH2:40]([Cl:41])[Cl:42].[F:43][C:44]([F:45])([F:46])[C:47]([OH:48])=[O:49].[OH:33][C:34]([C:35]([F:36])([F:37])[F:38])=[O:39]>>[NH2:7][c:8]1[cH:9][c:10]([C:14]2([c:22]3[cH:23][cH:24][c:25]([O:28][CH:29]([F:30])[F:31])[cH:26][cH:27]3)[N:15]=[C:16]([NH2:21])[N:17]([CH3:20])[C:18]2=[O:19])[cH:11][cH:12][cH:13]1.